describe an organic reaction: reactants, conditions, products, and yield From a dataset of the Open Reaction Database (ORD), a public repository of structured organic reaction records. Reactants: C(#N)C1=CC=NC=C1 (4-cyanopyridine), O1CCCC1 (tetrahydrofuran), CCCCCC (hexane), C(CCC)[Li] (butyl lithium), BrC=1C=C(C(=CC1)OC)OC (4-bromoveratrole), O1CCCC1 (tetrahydrofuran). Reaction conditions: temperature -10 celsius, time 45 minute. Yields the product COC=1C=C(C(=O)C2=CC=NC=C2)C=CC1OC (4-(3,4-Dimethoxybenzoyl)pyridine). RXN SMILES: CCCCCC.C([Li])CCC.Br[C:13]1[CH:14]=[C:15]([O:21][CH3:22])[C:16]([O:19][CH3:20])=[CH:17][CH:18]=1.[C:23]([C:25]1[CH:30]=[CH:29][N:28]=[CH:27][CH:26]=1)#N.[O:31]1CCCC1>>[CH3:22][O:21][C:15]1[CH:14]=[C:13]([CH:18]=[CH:17][C:16]=1[O:19][CH3:20])[C:23]([C:25]1[CH:30]=[CH:29][N:28]=[CH:27][CH:26]=1)=[O:31]. Reported procedure: A hexane solution of butyl lithium (9 mL, 22 mmol, 2.5M) was slowly added to a stirring solution of 4-bromoveratrole (2.9 mL, 20 mmol) in 40 mL of tetrahydrofuran under nitrogen at -70° C. After 15 minutes a solution of 4-cyanopyridine in 12 mL of tetrahydrofuran was added to the reaction mixture and stirring was continued for 45 minutes. The reaction was then allowed to warm to -10° C. and the reaction was carefully quenched with hydrochloric acid (45 mL, 1N). The mixture was stirred for 30 min... The reactants are [OH-].[Na+] (NaOH), [H-].[H-].[H-].[H-].[Li+].[Al+3] (LiAlH4), N1C=C(C2=CC=CC=C12)CC(=O)O (indole-3-acetic acid), O (water), O (water). The solvent is C1CCOC1 (THF), C1CCOC1 (THF). Run at temperature 0 celsius. The product is OCCC1=CNC2=CC=CC=C12 (3-(2-hydroxyethyl)indole). Isolated yield 80.4%. RXN SMILES: [H-].[H-].[H-].[H-].[Li+].[Al+3].[NH:7]1[C:15]2[C:10](=[CH:11][CH:12]=[CH:13][CH:14]=2)[C:9]([CH2:16][C:17](O)=[O:18])=[CH:8]1.O.[OH-].[Na+]>C1COCC1>[OH:18][CH2:17][CH2:16][C:9]1[C:10]2[C:15](=[CH:14][CH:13]=[CH:12][CH:11]=2)[NH:7][CH:8]=1 |f:0.1.2.3.4.5,8.9|. Reported procedure: To a stirred suspension of LiAlH4 (3.24 g) in THF (200 mL) at 0° C. and under N2 atmosphere was added dropwise a THF solution (50 mL) containing indole-3-acetic acid (10.0 g). After the addition was complete, the reaction was heated at reflux for 3 h, after which time the mixture was cooled to 0° C. and water (3.3 mL) added, followed by 15% NaOH (3.3 mL), and finally additional water (9.9 mL). The reaction was filtered and the filter cake washed with Et2O. The organic layers were combined, dried... The reactants are [H-].[Na+] (Sodium hydride), C1(NC=CC2=CN=CC=C12)=O (2H-[2,6]naphthyridin-1-one), CN(C=O)C (N,N-dimethylformamide). Conditions: time 1 hour. Yields the product CN1C(C2=CC=NC=C2C=C1)=O (2-Methyl-2H-[2,6]naphthyridin-1-one). As a reaction SMILES: [H-].[Na+].[C:3]1(=[O:13])[C:12]2[C:7](=[CH:8][N:9]=[CH:10][CH:11]=2)[CH:6]=[CH:5][NH:4]1.[CH3:14]N(C)C=O>>[CH3:14][N:4]1[CH:5]=[CH:6][C:7]2[C:12](=[CH:11][CH:10]=[N:9][CH:8]=2)[C:3]1=[O:13] |f:0.1|. Reported procedure: Sodium hydride (60% in mineral oil, 328 mg, 8.2 mmol) was added portionwise to a suspension of 2H-[2,6]naphthyridin-1-one (1 g, 2.05 mmol) (see reference J. Het. Chem. 1981, 18(7), 1349) in anhydrous N,N-dimethylformamide (25 ml) under a nitrogen atmosphere and the mixture was stirred at room temperature for 1 hour. lodomethane (510 μl, 8.2 mmol) was added and the mixture was stirred for 18 hours. The reaction mixture was evaporated under reduced pressure and the residue was partitioned between ... Reaction SMILES: [CH3:1][C:2]1[C:7]([CH3:8])=[CH:6][C:5]([CH3:9])=[C:4]([CH3:10])[C:3]=1[O:11][CH3:12].[Cl:13][S:14](O)(=[O:16])=[O:15]>ClCCl>[CH3:12][O:11][C:3]1[C:4]([CH3:10])=[C:5]([CH3:9])[C:6]([S:14]([Cl:13])(=[O:16])=[O:15])=[C:7]([CH3:8])[C:2]=1[CH3:1]. Conditions: time 2 hour. Starting materials: CC1=C(C(=C(C=C1C)C)C)OC (2,3,5,6-tetramethylanisole), ClS(=O)(=O)O (chlorosulfonic acid), ice. Solvent: ClCCl (dichloromethane), ClCCl (dichloromethane). The product is COC1=C(C(=C(C(=C1C)C)S(=O)(=O)Cl)C)C (4-Methoxy-2,3,5,6-tetramethylbenzenesulfonyl chloride). Procedure: In 600 ml of dichloromethane was dissolved 10.0 g of 2,3,5,6-tetramethylanisole, followed by addition of a solution (400 ml) of 12 ml of chlorosulfonic acid in dichloromethane at -5°~-10° C. The mixture was kept stirred for 2 hours and the reaction mixture was poured into ice-5% aqueous NaHCO3. The organic layer was washed with water and dried over magnesium sulfate. The solvent was distilled off and the residue was crystallized from n-hexane and filtered. Reactants: COC(=O)c1cc(O)c(C(=O)OC)s1, O=C([O-])[O-], CC(C)=O, [K+], [K+], CCOP(=S)(Cl)OCC. Yields the product CCOP(=S)(OCC)Oc1cc(C(=O)OC)sc1C(=O)OC. As a reaction SMILES: [C:16](=[O:17])([O:18][CH3:19])[c:20]1[s:21][c:22]([C:26](=[O:27])[O:28][CH3:29])[cH:23][c:24]1[OH:25].[C:1](=[O:2])([O-:3])[O-:4].[CH3:30][C:31](=[O:32])[CH3:33].[K+:5].[K+:6].[P:7](=[S:8])([O:9][CH2:10][CH3:11])([O:12][CH2:13][CH3:14])[Cl:15]>>[P:7](=[S:8])([O:9][CH2:10][CH3:11])([O:12][CH2:13][CH3:14])[O:25][c:24]1[c:20]([C:16](=[O:17])[O:18][CH3:19])[s:21][c:22]([C:26](=[O:27])[O:28][CH3:29])[cH:23]1. The product is CN1N=CC2=C(C=CC=C12)C=1N(CCOC1)C(=O)OC(C)(C)C (tert-butyl 5-(1-methyl-1H-indazol-4-yl)-2H-1,4-oxazine-4(3H)-carboxylate). RXN SMILES: O(P(O[C:18]1[N:19]([C:24]([O:26][C:27]([CH3:30])([CH3:29])[CH3:28])=[O:25])[CH2:20][CH2:21][O:22][CH:23]=1)(OC1C=CC=CC=1)=O)C1C=CC=CC=1.[CH3:31][N:32]1[C:40]2[C:35](=[C:36](B3OC(C)(C)C(C)(C)O3)[CH:37]=[CH:38][CH:39]=2)[CH:34]=[N:33]1>>[CH3:31][N:32]1[C:40]2[C:35](=[C:36]([C:18]3[N:19]([C:24]([O:26][C:27]([CH3:28])([CH3:29])[CH3:30])=[O:25])[CH2:20][CH2:21][O:22][CH:23]=3)[CH:37]=[CH:38][CH:39]=2)[CH:34]=[N:33]1. Reactants: O(C1=CC=CC=C1)P(=O)(OC1=CC=CC=C1)OC=1N(CCOC1)C(=O)OC(C)(C)C (tert-butyl 5-((diphenoxyphosphoryl)oxy)-2H-1,4-oxazine-4(3H)-carboxylate), CN1N=CC2=C(C=CC=C12)B1OC(C(O1)(C)C)(C)C (1-methyl-4-(4,4,5,5-tetramethyl-1,3,2-dioxaborolan-2-yl)-1H-indazole). The yield is 45.0%. Procedure details: This compound was prepared from tert-butyl 5-((diphenoxyphosphoryl)oxy)-2H-1,4-oxazine-4(3H)-carboxylate and 1-methyl-4-(4,4,5,5-tetramethyl-1,3,2-dioxaborolan-2-yl)-1H-indazole using a procedure similar to that described in Example 2 (Steps 1-3a) above. The product was isolated as a brown solid (45% yield); 1H-NMR (d6-DMSO) 0.80 (9H, s), 3.81 (2H, m), 4.02 (3H, s), 4.18 (2H, m), 6.50 (1H, s), 6.94 (1H, d), 7.31 (1H, t), 7.47 (1H, m), 7.90 (1H, s); 13C-NMR (CDCl3) 27.4, 35.4, 41.3, 66.8, 107.0, ... The reactants are C(C=CC1=CC=CC=C1)(=O)OCC (Ethyl cinnamate), [C-]#N.[K+] (potassium cyanide), [Cl-].[NH4+] (ammonium chloride). The solvent is CN(C)C=O (DMF). Conditions: temperature 105 celsius, time 7 hour. Product: C(#N)C(CC(=O)O)C1=CC=CC=C1 (3-Cyano-3-phenylpropanoic acid). Reaction SMILES: [C:1]([O:11]CC)(=[O:10])[CH:2]=[CH:3][C:4]1[CH:9]=[CH:8][CH:7]=[CH:6][CH:5]=1.[C-:14]#[N:15].[K+].[Cl-].[NH4+]>CN(C=O)C>[C:14]([CH:3]([C:4]1[CH:5]=[CH:6][CH:7]=[CH:8][CH:9]=1)[CH2:2][C:1]([OH:11])=[O:10])#[N:15] |f:1.2,3.4|. Reported procedure: Ethyl cinnamate (85.3 g, 0.484 mol), potassium cyanide (64.2 g, 0.986 mol) and ammonium chloride (38.9 g, 0.726 mol) were mixed with aqueous DMF (90%, 360 mL). The mixture was stirred at 105° C. for 7 hours. The somewhat cooled mixture was filtered and most of the DMF was evaporated. The residue was taken up in diethyl ether and 1 M HCl. The aqueous phase was extracted twice with diethyl ether. The combined diethyl ether phases were evaporated and the black oil was suspended in EtOH (200 mL) and... Procedure: The title compound was prepared from N-[5-(2-amino-1-hydroxy-ethyl)-2-hydroxy-phenyl]-methanesulfonamide (which was obtained in Example 9) and 5-[3-fluoro-4-(4-oxo-piperidine-1-yl)-benzylidene]-thiazolidine-2,4-dione (which was obtained in Example 62) according to the procedure of Example 63 as a yellow solid; mp >225° C.; 1H NMR (300 MHz, DMSO-d6) δ 1.62-1.71 (m, 2H), 2.03-2.12 (m, 2H), 2.70-2.83 (m, 3H), 2.95 (s, 3H), 3.12-3.33 (m, 2H), 3.49-3.52 (m, 2H), 4.72-4.75 (m, 1H), 5.96 (brs, 1H), 6.8... RXN SMILES: [NH2:1][CH2:2][CH:3]([C:5]1[CH:6]=[CH:7][C:8]([OH:16])=[C:9]([NH:11][S:12]([CH3:15])(=[O:14])=[O:13])[CH:10]=1)[OH:4].[F:17][C:18]1[CH:19]=[C:20]([CH:29]=[CH:30][C:31]=1[N:32]1[CH2:37][CH2:36][C:35](=O)[CH2:34][CH2:33]1)[CH:21]=[C:22]1[S:26][C:25](=[O:27])[NH:24][C:23]1=[O:28]>>[O:27]=[C:25]1[NH:24][C:23](=[O:28])[C:22](=[CH:21][C:20]2[CH:29]=[CH:30][C:31]([N:32]3[CH2:37][CH2:36][CH:35]([NH:1][CH2:2][CH:3]([C:5]4[CH:6]=[CH:7][C:8]([OH:16])=[C:9]([NH:11][S:12]([CH3:15])(=[O:14])=[O:13])[CH:10]=4)[OH:4])[CH2:34][CH2:33]3)=[C:18]([F:17])[CH:19]=2)[S:26]1. Starting materials: NCC(O)C=1C=CC(=C(C1)NS(=O)(=O)C)O (N-[5-(2-Amino-1-hydroxy-ethyl)-2-hydroxy-phenyl]-methanesulfonamide), FC=1C=C(C=C2C(NC(S2)=O)=O)C=CC1N1CCC(CC1)=O (5-[3-Fluoro-4-(4-oxo-piperidine-1-yl)-benzylidene]-thiazolidine-2,4-dione). Product: O=C1SC(C(N1)=O)=CC1=CC(=C(C=C1)N1CCC(CC1)NCC(O)C=1C=CC(=C(C1)NS(=O)(=O)C)O)F (N-[5-(2-{1-[4-(2,4-Dioxo-thiazolidin-5-ylidenemethyl)-2-fluoro-phenyl]-piperidine-4-ylamino}-1-hydroxy-ethyl)-2-hydroxy-phenyl]-methanesulfonamide).